describe an organic reaction: reactants, conditions, products, and yield From a dataset of the Open Reaction Database (ORD), a public repository of structured organic reaction records. Reactants: CCOC(=O)Cc1c(C(=O)OCC)c2cc(Oc3ccc(C(F)(F)F)cc3)ccc2n1-c1ccc(OC(C)C)cc1, CCO, [Na+], [OH-]. Product: CCOC(=O)c1c(CC(=O)O)n(-c2ccc(OC(C)C)cc2)c2ccc(Oc3ccc(C(F)(F)F)cc3)cc12. As a reaction SMILES: [CH2:1]([CH3:2])[O:3][C:4](=[O:5])[c:6]1[c:7]([CH2:36][C:37](=[O:38])[O:39][CH2:40][CH3:41])[n:8](-[c:26]2[cH:27][cH:28][c:29]([O:32][CH:33]([CH3:34])[CH3:35])[cH:30][cH:31]2)[c:9]2[cH:10][cH:11][c:12]([O:15][c:16]3[cH:17][cH:18][c:19]([C:22]([F:23])([F:24])[F:25])[cH:20][cH:21]3)[cH:13][c:14]12.[CH3:44][CH2:45][OH:46].[Na+:43].[OH-:42]>>[CH2:1]([CH3:2])[O:3][C:4](=[O:5])[c:6]1[c:7]([CH2:36][C:37](=[O:38])[OH:39])[n:8](-[c:26]2[cH:27][cH:28][c:29]([O:32][CH:33]([CH3:34])[CH3:35])[cH:30][cH:31]2)[c:9]2[cH:10][cH:11][c:12]([O:15][c:16]3[cH:17][cH:18][c:19]([C:22]([F:23])([F:24])[F:25])[cH:20][cH:21]3)[cH:13][c:14]12. Reactants: O (water), N1C=NC=C1 (Imidazole), [Si](C)(C)(C(C)(C)C)Cl (tert-butyldimethylsilylchloride), BrCC(C=C)O (1-bromo-3-buten-2-ol). Solvent: CN(C)C=O (DMF). Reaction conditions: time 16 hour. Yields the product BrCC(C=C)O[Si](C)(C)C(C)(C)C (1-bromo-2-(tert-butyldimethylsilyloxy)-3-butene). RXN SMILES: N1C=CN=C1.[Si:6](Cl)([C:9]([CH3:12])([CH3:11])[CH3:10])([CH3:8])[CH3:7].[Br:14][CH2:15][CH:16]([OH:19])[CH:17]=[CH2:18].O>CN(C=O)C>[Br:14][CH2:15][CH:16]([O:19][Si:6]([C:9]([CH3:12])([CH3:11])[CH3:10])([CH3:8])[CH3:7])[CH:17]=[CH2:18]. Procedure: Imidazole (2.25 g) and tert-butyldimethylsilylchloride (4.75 g) were added to a solution of 1-bromo-3-buten-2-ol (4.5 g) in DMF (30 ml) at room temperature. The mixture was stirred at the same temperature for 16 hours, and water was added thereto, followed by extraction with hexane. The organic layer was washed with water, and dried over anhydrous sodium sulfate. The solvent was distilled off under reduced pressure to obtain the title compound as a light-yellow, oily substance (7.0 g). Starting materials: CCN(C(C)C)C(C)C, ClCCl, O=C(O)CN1CCCC(c2ccccc2)(c2ccccc2)C1=O, c1ccc(C2(c3ccccc3)CNCCO2)cc1. As a reaction SMILES: [CH:42]([N:43]([CH:44]([CH3:45])[CH3:46])[CH2:47][CH3:48])([CH3:49])[CH3:50].[Cl:51][CH2:52][Cl:53].[O:19]=[C:20]1[N:21]([CH2:38][C:39](=[O:40])[OH:41])[CH2:22][CH2:23][CH2:24][C:25]1([c:26]1[cH:27][cH:28][cH:29][cH:30][cH:31]1)[c:32]1[cH:33][cH:34][cH:35][cH:36][cH:37]1.[c:1]1([C:7]2([c:13]3[cH:14][cH:15][cH:16][cH:17][cH:18]3)[O:8][CH2:9][CH2:10][NH:11][CH2:12]2)[cH:2][cH:3][cH:4][cH:5][cH:6]1>>[c:1]1([C:7]2([c:13]3[cH:14][cH:15][cH:16][cH:17][cH:18]3)[O:8][CH2:9][CH2:10][N:11]([C:39]([CH2:38][N:21]3[C:20](=[O:19])[C:25]([c:26]4[cH:27][cH:28][cH:29][cH:30][cH:31]4)([c:32]4[cH:33][cH:34][cH:35][cH:36][cH:37]4)[CH2:24][CH2:23][CH2:22]3)=[O:40])[CH2:12]2)[cH:2][cH:3][cH:4][cH:5][cH:6]1. Yields the product O=C(CN1CCCC(c2ccccc2)(c2ccccc2)C1=O)N1CCOC(c2ccccc2)(c2ccccc2)C1. The reactants are BrC(Br)(Br)Br, CCCCCCCCc1ccc(CC=O)cc1, [Li]CCCC, ClCCl, CCOCC, C1CCOC1, [Zn], c1ccc(P(c2ccccc2)c2ccccc2)cc1. The product is C#CCc1ccc(CCCCCCCC)cc1. As a reaction SMILES: [C:18]([Br:19])([Br:20])([Br:21])[Br:22].[CH2:1]([CH2:2][CH2:3][CH2:4][CH2:5][CH2:6][CH2:7][CH3:8])[c:9]1[cH:10][cH:11][c:12]([CH2:15][CH:16]=[O:17])[cH:13][cH:14]1.[CH2:42]([Li:43])[CH2:44][CH2:45][CH3:46].[CH2:47]([Cl:48])[Cl:49].[CH2:50]([O:51][CH2:52][CH3:53])[CH3:54].[O:55]1[CH2:56][CH2:57][CH2:58][CH2:59]1.[Zn:60].[c:23]1([P:24]([c:25]2[cH:26][cH:27][cH:28][cH:29][cH:30]2)[c:31]2[cH:32][cH:33][cH:34][cH:35][cH:36]2)[cH:37][cH:38][cH:39][cH:40][cH:41]1>>[CH2:1]([CH2:2][CH2:3][CH2:4][CH2:5][CH2:6][CH2:7][CH3:8])[c:9]1[cH:10][cH:11][c:12]([CH2:15][C:16]#[CH:18])[cH:13][cH:14]1. Reactants: O=C([O-])[O-], COc1ccc2c(c1)CC(=O)N(CCCCl)CC2, [K+], [K+], O, O=[N+]([O-])O. Yields the product COc1cc2c(cc1[N+](=O)[O-])CCN(CCCCl)C(=O)C2. As a reaction SMILES: [C:20](=[O:21])([O-:22])[O-:23].[CH3:1][O:2][c:3]1[cH:4][cH:5][c:6]2[c:7]([cH:18]1)[CH2:8][C:9](=[O:17])[N:10]([CH2:13][CH2:14][CH2:15][Cl:16])[CH2:11][CH2:12]2.[K+:24].[K+:25].[OH2:19].[OH:26][N+:27]([O-:28])=[O:29]>>[CH3:1][O:2][c:3]1[c:4]([N+:27](=[O:26])[O-:28])[cH:5][c:6]2[c:7]([cH:18]1)[CH2:8][C:9](=[O:17])[N:10]([CH2:13][CH2:14][CH2:15][Cl:16])[CH2:11][CH2:12]2. Reactants: NC1=C(C(=CC(=C1O)Cl)F)N1C(N(C(=CC1=O)C(F)(F)F)C)=O (3-(2-amino-4-chloro-6-fluoro-3-hydroxyphenyl)-1-methyl-6-trifluoromethyl-2,4(1H,3H)-pyrimidinedione), C(C(=O)C1=CC=CC=C1)Br (phenacyl bromide), C([O-])([O-])=O.[K+].[K+] (potassium carbonate). The solvent is CC(=O)C (acetone). Run at time 1 hour. Yields the product ClC1=CC(=C(C=2N=C(COC21)C2=CC=CC=C2)N2C(N(C(=CC2=O)C(F)(F)F)C)=O)F (3-(8-Chloro-6-fluoro-3-phenyl-2H-1,4-benzoxazin-5-yl)-1-methyl-6-trifluoromethyl-2,4(1H,3H)-pyrimidindione). Yield: 18.7%. As a reaction SMILES: [NH2:1][C:2]1[C:7]([OH:8])=[C:6]([Cl:9])[CH:5]=[C:4]([F:10])[C:3]=1[N:11]1[C:16](=[O:17])[CH:15]=[C:14]([C:18]([F:21])([F:20])[F:19])[N:13]([CH3:22])[C:12]1=[O:23].[CH2:24](Br)[C:25]([C:27]1[CH:32]=[CH:31][CH:30]=[CH:29][CH:28]=1)=O.C(=O)([O-])[O-].[K+].[K+]>CC(C)=O>[Cl:9][C:6]1[C:7]2[O:8][CH2:24][C:25]([C:27]3[CH:32]=[CH:31][CH:30]=[CH:29][CH:28]=3)=[N:1][C:2]=2[C:3]([N:11]2[C:16](=[O:17])[CH:15]=[C:14]([C:18]([F:21])([F:20])[F:19])[N:13]([CH3:22])[C:12]2=[O:23])=[C:4]([F:10])[CH:5]=1 |f:2.3.4|. Procedure: A mixture of 3-(2-amino-4-chloro-6-fluoro-3-hydroxyphenyl)-1-methyl-6-trifluoromethyl-2,4(1H,3H)-pyrimidinedione (0.5 g), phenacyl bromide (0.29 g) and potassium carbonate (0.2 g) in acetone (30 ml) was stirred under reflux conditions for 1 hour. Then insoluble salt was removed through Celite and the filtrate concentrated under reduced pressure. The oily substance was purified by column chromatography on silica gel using ethyl acetate-hexane(1:4) as eluent to give the title compound (0.12 g). The reactants are C(C)N(C1=C(C=C(C(=C1)OC)OC)C=1C=C2CC[C@H](CC2=CC1)OC(C(C)(C)C)=O)C(C1=CC=C(C=C1)O)=O (pivalic acid (R)-6-{2-[ethyl(4-hydroxybenzoyl)amino]-4,5-dimethoxyphenyl}tetrahydronaphthalen-2-yl ester), ClCC(=O)N(C)C (2-chloro-N,N-dimethylacetamide). The product is CN(CCOC1=CC=C(CCCNC2=C(C=C(C(=C2)OC)OC)[C@H]2CC=3C=CC(=CC3CC2)O)C=C1)C ((R)-6-{2-{[4-(2-Dimethylaminoethoxy)benzyl]ethylamino}-4,5-dimethoxyphenyl}-5,6,7,8-tetrahydronaphthalen-2-ol). The yield is 69.8%. Reaction SMILES: C([N:3]([C:31](=O)[C:32]1[CH:37]=[CH:36][C:35](O)=[CH:34]C=1)[C:4]1[CH:9]=[C:8]([O:10][CH3:11])[C:7]([O:12][CH3:13])=[CH:6][C:5]=1[C:14]1[CH:15]=[C:16]2[C:21](=[CH:22][CH:23]=1)[CH2:20][C@H:19]([O:24]C(=O)C(C)(C)C)[CH2:18][CH2:17]2)C.Cl[CH2:41][C:42]([N:44]([CH3:46])[CH3:45])=O>>[CH3:45][N:44]([CH3:46])[CH2:42][CH2:41][O:10][C:8]1[CH:7]=[CH:6][C:36]([CH2:37][CH2:32][CH2:31][NH:3][C:4]2[CH:9]=[C:8]([O:10][CH3:11])[C:7]([O:12][CH3:13])=[CH:6][C:5]=2[C@@H:14]2[CH2:23][CH2:22][C:21]3[CH:20]=[C:19]([OH:24])[CH:18]=[CH:17][C:16]=3[CH2:15]2)=[CH:35][CH:34]=1. Procedure: Synthesized from pivalic acid (R)-6-{2-[ethyl(4-hydroxybenzoyl)amino]-4,5-dimethoxyphenyl}tetrahydronaphthalen-2-yl ester (16 mg) and 2-chloro-N,N-dimethylacetamide (6.6 mg) according to an analogous synthetic method to Example 404 and purified by LC-MS, the title compound (5.3 mg) was obtained. The reactants are CN1CCN(CC1)CCOC1=CC=2N(C=C1)C(=CN2)C(=O)OCC (ethyl 7-(2-(4-methylpiperazin-1-yl)ethoxy)imidazo[1,2-a]pyridine-3-carboxylate), O (H2O), [Li+].[OH-] (LiOH). Solvent: C1CCOC1 (THF). Reaction conditions: time 8 hour. Yields the product CN1CCN(CC1)CCOC1=CC=2N(C=C1)C(=CN2)C(=O)[O-].[Li+] (Lithium 7-(2-(4-methylpiperazin-1-yl)ethoxy)imidazo[1,2-a]pyridine-3-carboxylate). RXN SMILES: [CH3:1][N:2]1[CH2:7][CH2:6][N:5]([CH2:8][CH2:9][O:10][C:11]2[CH:16]=[CH:15][N:14]3[C:17]([C:20]([O:22]CC)=[O:21])=[CH:18][N:19]=[C:13]3[CH:12]=2)[CH2:4][CH2:3]1.O.[Li+:26].[OH-]>C1COCC1>[CH3:1][N:2]1[CH2:7][CH2:6][N:5]([CH2:8][CH2:9][O:10][C:11]2[CH:16]=[CH:15][N:14]3[C:17]([C:20]([O-:22])=[O:21])=[CH:18][N:19]=[C:13]3[CH:12]=2)[CH2:4][CH2:3]1.[Li+:26] |f:2.3,5.6|. Procedure details: To a mixture of ethyl 7-(2-(4-methylpiperazin-1-yl)ethoxy)imidazo[1,2-a]pyridine-3-carboxylate (Preparation A; 0.239 g, 0.719 mmol) in THF (3 mL) was added H2O followed by LiOH (0.0344 g, 1.44 mmol) and the reaction was stirred at ambient temperature overnight. The reaction was transferred to a sealed tube and heated to 100° C. for 8 hours. The reaction mixture was concentrated providing 0.230 g of the crude desired product as a pale yellow foam, which was used directly in the subsequent step.